From a dataset of the Open Reaction Database (ORD), a public repository of structured organic reaction records. describe an organic reaction: reactants, conditions, products, and yield The reactants are BrC=1C=CC(=NC1)C(F)(F)F (5-Bromo-2-trifluoromethyl-pyridine), C(C)(C)(C)OC(=O)N1CCNCC1 (piperazine-1-carboxylic acid tert-butyl ester), CC(C)([O-])C.[Na+] (sodium tert-butoxide), C1(CCCCC1)P(C1=C(C=CC=C1)C1=CC=CC=C1)C1CCCCC1 (2-(dicyclohexylphosphino)-biphenyl). Reagents/catalysts: C=1C=CC(=CC1)/C=C/C(=O)/C=C/C2=CC=CC=C2.C=1C=CC(=CC1)/C=C/C(=O)/C=C/C2=CC=CC=C2.C=1C=CC(=CC1)/C=C/C(=O)/C=C/C2=CC=CC=C2.[Pd].[Pd] (tris-(dibenzylideneacetone)-dipalladium). Run in C(C)(=O)OCC (ethyl acetate), ClCCl (dichloromethane), C1(=CC=CC=C1)C (toluene). Yields the product FC(C(=O)[O-])(F)F.FC(C1=CC=C(C=N1)[NH+]1CCNCC1)(F)F (1-(6-trifluoromethyl-pyridin-3-yl)-piperazin-1-ium trifluoroacetate). Reaction SMILES: Br[C:2]1[CH:3]=[CH:4][C:5]([C:8]([F:11])([F:10])[F:9])=[N:6][CH:7]=1.C([O:16][C:17]([N:19]1[CH2:24][CH2:23][NH:22][CH2:21][CH2:20]1)=[O:18])(C)(C)C.CC(C)([O-])C.[Na+].C1(P(C2CCCCC2)C2C=CC=CC=2C2C=CC=CC=2)CCCCC1>C1(C)C=CC=CC=1.C1C=CC(/C=C/C(/C=C/C2C=CC=CC=2)=O)=CC=1.C1C=CC(/C=C/C(/C=C/C2C=CC=CC=2)=O)=CC=1.C1C=CC(/C=C/C(/C=C/C2C=CC=CC=2)=O)=CC=1.[Pd].[Pd].ClCCl.C(OCC)(=O)C>[F:9][C:8]([F:11])([F:10])[C:17]([O-:16])=[O:18].[F:9][C:8]([F:11])([F:10])[C:5]1[N:6]=[CH:7][C:2]([NH+:19]2[CH2:24][CH2:23][NH:22][CH2:21][CH2:20]2)=[CH:3][CH:4]=1 |f:2.3,6.7.8.9.10,13.14|. Procedure details: 5-Bromo-2-trifluoromethyl-pyridine (1.0 mmol), piperazine-1-carboxylic acid tert-butyl ester (1.2 mmol), sodium tert-butoxide (1.65 mmol), tris-(dibenzylideneacetone)-dipalladium (0.022 mmol) and 2-(dicyclohexylphosphino)-biphenyl (0.064 mmol) are dissolved in dry toluene (5 mL) and the resulting mixture is irradiated in a monomode microwave oven for 30 minutes at 100° C. The reaction is then cooled down to room temperature and ethyl acetate is added (15 mL). The precipitate formed is filtered a... Starting materials: FC1=CC=C(CCO)C=C1 (p-fluorophenethyl alcohol), C(C)(=O)[O-].[Na+] (sodium acetate), [Cr](=O)(=O)([O-])Cl.[NH+]1=CC=CC=C1 (pyridinium chlorochromate). Run in ClCCl (dichloromethane). Yields the product FC1=CC=C(C=C1)CC=O (p-fluorophenylacetaldehyde). Reaction SMILES: [F:1][C:2]1[CH:10]=[CH:9][C:5]([CH2:6][CH2:7][OH:8])=[CH:4][CH:3]=1.C([O-])(=O)C.[Na+].[Cr](Cl)([O-])(=O)=O.[NH+]1C=CC=CC=1>ClCCl>[F:1][C:2]1[CH:10]=[CH:9][C:5]([CH2:6][CH:7]=[O:8])=[CH:4][CH:3]=1 |f:1.2,3.4|. Procedure details: To p-fluorophenethyl alcohol (4.5 g, 31.9 mmol) in 50 ml dichloromethane is added sodium acetate (0.5 g, 6.2 mmol) and pyridinium chlorochromate (10.4 g, 48.1 mmol) with stirring, at RT and under nitrogen. The reaction mixture is stirred for about 2 hours and then filtered through a column of Florisil using dichloromethane. The filtrate is dried, concentrated under vacuum and distilled (short path) to yield p-fluorophenylacetaldehyde (fraction at 90°, 3.5 mm Hq.). Starting materials: [Al+3], [Al+3], N#CCC1CCc2ccccc2O1, CCOCC, [Cl-], [Cl-], [Cl-], [H-], [H-], [H-], [H-], [Li+], [Na+], C1CCOC1, [OH-], O. Product: NCCC1CCc2ccccc2O1. As a reaction SMILES: [Al+3:2].[Al+3:6].[C:11](#[N:12])[CH2:13][CH:14]1[O:15][c:16]2[cH:17][cH:18][cH:19][cH:20][c:21]2[CH2:22][CH2:23]1.[CH3:26][CH2:27][O:28][CH2:29][CH3:30].[Cl-:1].[Cl-:3].[Cl-:4].[H-:10].[H-:5].[H-:8].[H-:9].[Li+:7].[Na+:25].[O:31]1[CH2:32][CH2:33][CH2:34][CH2:35]1.[OH-:24].[OH2:36]>>[CH2:11]([NH2:12])[CH2:13][CH:14]1[O:15][c:16]2[cH:17][cH:18][cH:19][cH:20][c:21]2[CH2:22][CH2:23]1.